Dataset: the Open Reaction Database (ORD), a public repository of structured organic reaction records. Task: describe an organic reaction: reactants, conditions, products, and yield Starting materials: Cn1nnnc1SCc1ccccn1, O=COO, O=CO, [Na+], O, OO, O=S([O-])O. Yields the product Cn1nnnc1S(=O)Cc1ccccn1. Reaction SMILES: [CH3:1][n:2]1[n:3][n:4][n:5][c:6]1[S:7][CH2:8][c:9]1[n:10][cH:11][cH:12][cH:13][cH:14]1.[CH:22]([O:23][OH:24])=[O:25].[CH:26]([OH:27])=[O:28].[Na+:17].[OH2:29].[OH:15][OH:16].[OH:18][S:19](=[O:20])[O-:21]>>[CH3:1][n:2]1[n:3][n:4][n:5][c:6]1[S:7]([CH2:8][c:9]1[n:10][cH:11][cH:12][cH:13][cH:14]1)=[O:18]. Starting materials: C(CCC)[Li] (n-Butyllithium), CN1N=NC=C1 (1-methyl-1H-1,2,3-triazole), CN1C=NC=C1C=O (1-methyl-1H-imidazole-5-carbaldehyde). Run in C1CCOC1 (THF), C1CCOC1 (THF). Conditions: temperature -40 celsius, time 30 minute. The product is CN1N=NC=C1C(O)C1=CN=CN1C ((1-Methyl-1H-1,2,3-triazol-5-yl)(1-methyl-1H-imidazol-5-yl)methanol). Reaction SMILES: [CH3:1][N:2]1[CH:6]=[CH:5][N:4]=[N:3]1.C([Li])CCC.[CH3:12][N:13]1[C:17]([CH:18]=[O:19])=[CH:16][N:15]=[CH:14]1>C1COCC1>[CH3:1][N:2]1[C:6]([CH:18]([C:17]2[N:13]([CH3:12])[CH:14]=[N:15][CH:16]=2)[OH:19])=[CH:5][N:4]=[N:3]1. Procedure details: A solution of 1-methyl-1H-1,2,3-triazole (1.47 g, 17.7 mmol, PCT Int. Appl. 2008098104) in 20 mL THF was cooled to −40° C. in a dry-ice/acetonitrile bath. n-Butyllithium (1.6 M in hexane, 10.2 mL, 16.3 mmol) was added dropwise via syringe and the mixture was stirred at −40° C. for 30 minutes. A solution of 1-methyl-1H-imidazole-5-carbaldehyde (1.50 g, 13.6 mmol) in 10 mL THF was then added and the mixture was stirred for 5 minutes, then was transferred to an ice/water bath. After 1 hour, the mix... The reactants are CCO, Cc1ccccc1C, CCN(CC)C(=O)Nc1ccccc1, c1ccncc1. Yields the product O=C=Nc1ccccc1. Reaction SMILES: [CH3:21][CH2:22][OH:23].[CH3:24][c:25]1[c:26]([CH3:27])[cH:28][cH:29][cH:30][cH:31]1.[c:1]1([NH:7][C:8](=[O:9])[N:10]([CH2:11][CH3:12])[CH2:13][CH3:14])[cH:2][cH:3][cH:4][cH:5][cH:6]1.[cH:15]1[cH:16][cH:17][n:18][cH:19][cH:20]1>>[c:1]1([N:7]=[C:8]=[O:9])[cH:2][cH:3][cH:4][cH:5][cH:6]1. The reactants are ClC=1C=CC(=C(C1)CC(C1=CC=C(C=C1)OC)C(C(=O)OC)C(=O)OC)[N+](=O)[O-] ([2-(5-chloro-2-nitrophenyl)-1-(4-methoxyphenyl)ethyl]propanedioic acid, dimethyl ester), ferrous sulfate, CO (methanol), O (water), [OH-].[NH4+] (ammonium hydroxide). Run in C(C)(=O)OCC (Ethyl acetate). Product: NC1=C(C=C(C=C1)Cl)CC(C1=CC=C(C=C1)OC)C(C(=O)OC)C(=O)OC ([2-(2-Amino-5-chlorophenyl)-1-(4-methoxyphenyl)ethyl]propanedioic acid, dimethyl ester). Yield: 75.8%. RXN SMILES: [Cl:1][C:2]1[CH:3]=[CH:4][C:5]([N+:27]([O-])=O)=[C:6]([CH2:8][CH:9]([CH:18]([C:23]([O:25][CH3:26])=[O:24])[C:19]([O:21][CH3:22])=[O:20])[C:10]2[CH:15]=[CH:14][C:13]([O:16][CH3:17])=[CH:12][CH:11]=2)[CH:7]=1.CO.O.[OH-].[NH4+]>C(OCC)(=O)C>[NH2:27][C:5]1[CH:4]=[CH:3][C:2]([Cl:1])=[CH:7][C:6]=1[CH2:8][CH:9]([CH:18]([C:23]([O:25][CH3:26])=[O:24])[C:19]([O:21][CH3:22])=[O:20])[C:10]1[CH:11]=[CH:12][C:13]([O:16][CH3:17])=[CH:14][CH:15]=1 |f:3.4|. Procedure: To a refluxing mixture of [2-(5-chloro-2-nitrophenyl)-1-(4-methoxyphenyl)ethyl]propanedioic acid, dimethyl ester (40 g, 95.0 mmole) and hydrated ferrous sulfate (184.5 g, 0.663 mole) in a (1:10 solution of methanol:water (1.2 L) was added concentrated ammonium hydroxide (142.5 ml) over a 30 minute period. The reaction was stirred at reflux for 20 minutes then cooled to room temperature. Ethyl acetate and Celite were added and the mixture was filtered through Celite. The filtrate was partitioned ... Reactants: COc1ccc([N+](=O)[O-])cc1-c1cccc(C#N)c1, CO, O=C[O-], [NH4+], [Zn]. Product: COc1ccc(N)cc1-c1cccc(C#N)c1. RXN SMILES: [C:1](#[N:2])[c:3]1[cH:4][c:5](-[c:9]2[c:10]([O:18][CH3:19])[cH:11][cH:12][c:13]([N+:15]([O-:16])=[O:17])[cH:14]2)[cH:6][cH:7][cH:8]1.[CH3:24][OH:25].[CH:20]([O-:21])=[O:22].[NH4+:23].[Zn:26]>>[C:1](#[N:2])[c:3]1[cH:4][c:5](-[c:9]2[c:10]([O:18][CH3:19])[cH:11][cH:12][c:13]([NH2:15])[cH:14]2)[cH:6][cH:7][cH:8]1. The reactants are O=C(O)C1CC1, [Cl-], N#CSc1ccc2nc(N)sc2c1, c1ccncc1. Product: N#CSc1ccc2nc(NC(=O)C3CC3)sc2c1. Reaction SMILES: [CH:15]1([C:18](=[O:19])[OH:20])[CH2:16][CH2:17]1.[Cl-:14].[NH2:1][c:2]1[s:3][c:4]2[c:5]([n:6]1)[cH:7][cH:8][c:9]([S:11][C:12]#[N:13])[cH:10]2.[cH:21]1[cH:22][cH:23][n:24][cH:25][cH:26]1>>[NH:1]([c:2]1[s:3][c:4]2[c:5]([n:6]1)[cH:7][cH:8][c:9]([S:11][C:12]#[N:13])[cH:10]2)[C:18]([CH:15]1[CH2:16][CH2:17]1)=[O:19]. Starting materials: CNCC[C@H](O)C=1SC=CC1 ((S)-(−)-3-methylamino-1-(2-thienyl)-propan-1-ol), FC1=CC=CC2=CC=CC=C12 (1-fluoronaphthalene), CC(C)([O-])C.[K+] (Potassium tert-butoxide). The solvent is CS(=O)C (DMSO). Run at temperature 60 celsius. The product is CNCC[C@@H](C1=CC=CS1)OC=2C=CC=C3C2C=CC=C3 (Duloxetine), liquid. Yield: 90.0%. As a reaction SMILES: [CH3:1][NH:2][CH2:3][CH2:4][C@@H:5]([C:7]1[S:8][CH:9]=[CH:10][CH:11]=1)[OH:6].F[C:13]1[C:22]2[C:17](=[CH:18][CH:19]=[CH:20][CH:21]=2)[CH:16]=[CH:15][CH:14]=1.CC(C)([O-])C.[K+]>CS(C)=O>[CH3:1][NH:2][CH2:3][CH2:4][C@H:5]([O:6][C:21]1[CH:20]=[CH:19][CH:18]=[C:17]2[CH:16]=[CH:15][CH:14]=[CH:13][C:22]=12)[C:7]1[S:8][CH:9]=[CH:10][CH:11]=1 |f:2.3|. Procedure details: (S)-(−)-3-methylamino-1-(2-thienyl)-propan-1-ol (20.0 g) and 1-fluoronaphthalene (68.3 g) were charged into a 4-neck round bottomed flask. Potassium tert-butoxide (13.1 g) and DMSO (36.0 g) were then added, and the resulting mixture was heated to 60° C. for 8 hours. After completion of the reaction, the reaction mixture was cooled down and washed with water. Layers were separated, and the organic layer was further extracted with 32% HCl(aq) (14.7 g) to separate Duloxetine® from 1-floronaphthalen...